This data is from the Open Reaction Database (ORD), a public repository of structured organic reaction records. The task is: describe an organic reaction: reactants, conditions, products, and yield Reactants: ClC1=C(C=CC=C1Cl)N1N=NN=C1NCC1=CC(=NC=C1)F (1-(2,3-dichlorophenyl)-N-[(2-fluoropyridin-4-yl)methyl]-1H-tetrazol-5-amine), N1CCCC1 (pyrrolidine). Run in O1CCCC1 (tetrahydrofuran). Conditions: temperature 60 celsius, time 48 hour. Yields the product ClC1=C(C=CC=C1Cl)N1N=NN=C1NCC1=CC(=NC=C1)N1CCCC1 (1-(2,3-dichlorophenyl)-N-[(2-pyrrolidin-1-ylpyridin-4-yl)methyl]-1H-tetrazol-5-amine). The yield is 14.3%. As a reaction SMILES: [Cl:1][C:2]1[C:7]([Cl:8])=[CH:6][CH:5]=[CH:4][C:3]=1[N:9]1[C:13]([NH:14][CH2:15][C:16]2[CH:21]=[CH:20][N:19]=[C:18](F)[CH:17]=2)=[N:12][N:11]=[N:10]1.[NH:23]1[CH2:27][CH2:26][CH2:25][CH2:24]1>O1CCCC1>[Cl:1][C:2]1[C:7]([Cl:8])=[CH:6][CH:5]=[CH:4][C:3]=1[N:9]1[C:13]([NH:14][CH2:15][C:16]2[CH:21]=[CH:20][N:19]=[C:18]([N:23]3[CH2:27][CH2:26][CH2:25][CH2:24]3)[CH:17]=2)=[N:12][N:11]=[N:10]1. Procedure details: To an oven-dried N2-purged, 20-mL scintillation vial containing a magnetic stir bar was added the product of Example 143C (34 mg, 0.10 mmol) and anhydrous tetrahydrofuran (1 mL). Neat pyrrolidine (160 mL, 140 mg, 2.0 mmol) was added via syringe, and the vial was sealed. The reaction mixture was heated to 60° C. and the vial was shaken for 48 hours. After cooling to room temperature, the solvent/volatiles were removed by rotary evaporator to give a brown oil. The product was purified by flash chr... Reactants: C([O-])([O-])=O.[K+].[K+] (potassium carbonate), NC=1OC2=C(N1)C=CC(=C2)CCC=2N=C1N(C=CC(=C1)OC)C2 (2-amino-6-[2-(7-methoxyimidazo[1,2-a]pyridin-2-yl)ethyl]benzoxazole), ClN1C(CCC1=O)=O (N-chlorosuccinimide), Cl (hydrochloric acid). The solvent is O (water), C(C)(=O)OCC (ethyl acetate), O1CCOCC1 (dioxane). Run at time 2 hour. Yields the product NC=1OC2=C(N1)C=CC(=C2)CCC=2N=C1N(C=CC(=C1)OC)C2Cl (2-amino-6-[2-(3-chloro-7-methoxyimidazo[1,2-a]pyridin-2-yl)ethyl]benzoxazole). The yield is 37.1%. RXN SMILES: [NH2:1][C:2]1[O:3][C:4]2[CH:10]=[C:9]([CH2:11][CH2:12][C:13]3[N:14]=[C:15]4[CH:20]=[C:19]([O:21][CH3:22])[CH:18]=[CH:17][N:16]4[CH:23]=3)[CH:8]=[CH:7][C:5]=2[N:6]=1.[Cl:24]N1C(=O)CCC1=O.Cl.C(=O)([O-])[O-].[K+].[K+]>O1CCOCC1.O.C(OCC)(=O)C>[NH2:1][C:2]1[O:3][C:4]2[CH:10]=[C:9]([CH2:11][CH2:12][C:13]3[N:14]=[C:15]4[CH:20]=[C:19]([O:21][CH3:22])[CH:18]=[CH:17][N:16]4[C:23]=3[Cl:24])[CH:8]=[CH:7][C:5]=2[N:6]=1 |f:3.4.5|. Procedure details: A mixture of 2-amino-6-[2-(7-methoxyimidazo[1,2-a]pyridin-2-yl)ethyl]benzoxazole (1.0 g) and N-chlorosuccinimide (0.43 g) in dioxane (15 ml) was stirred for 2 hours at ambient temperature. To the reaction mixture was added a mixture of ethyl acetate and water, and the mixture was adjusted to pH 1 with 6N hydrochloric acid. The separated aqueous layer was adjusted to pH 8 with 20% potassium carbonate aqueous solution and the mixture was extracted with a mixture of ethyl acetate and tetrahydrofura... Starting materials: O=C([O-])O, ClCCl, Cc1cc(CO)ccn1, CCOC(C)=O, [Na+], O=S(Cl)Cl. The product is Cc1cc(CCl)ccn1. Reaction SMILES: [C:17](=[O:18])([OH:19])[O-:20].[CH2:14]([Cl:15])[Cl:16].[CH3:1][c:2]1[n:3][cH:4][cH:5][c:6]([CH2:8][OH:9])[cH:7]1.[CH3:22][CH2:23][O:24][C:25](=[O:26])[CH3:27].[Na+:21].[S:10]([Cl:11])([Cl:12])=[O:13]>>[CH3:1][c:2]1[n:3][cH:4][cH:5][c:6]([CH2:8][Cl:12])[cH:7]1.